This data is from the Open Reaction Database (ORD), a public repository of structured organic reaction records. The task is: describe an organic reaction: reactants, conditions, products, and yield Procedure: Following a procedure similar to that described in the first part of Preparation 4, the whole of this ethyl 3-(2-naphthyl)propionate was reacted with 668 mg of lithium aluminum hydride in tetrahydrofuran at room temperature for 1.5 hours. At the end of this time, the reaction mixture was worked up and purified as described in the first part of Preparation 4, to give 3.29 g of 3-(2-naphthyl)propanol as a colorless oil. As a reaction SMILES: [CH:1]1[C:10]2[C:5](=[CH:6][CH:7]=[CH:8][CH:9]=2)[CH:4]=[CH:3][C:2]=1[CH2:11][CH2:12][C:13](OCC)=[O:14].[H-].[Al+3].[Li+].[H-].[H-].[H-]>O1CCCC1>[CH:1]1[C:10]2[C:5](=[CH:6][CH:7]=[CH:8][CH:9]=2)[CH:4]=[CH:3][C:2]=1[CH2:11][CH2:12][CH2:13][OH:14] |f:1.2.3.4.5.6|. Run in O1CCCC1 (tetrahydrofuran). Yields the product C1=C(C=CC2=CC=CC=C12)CCCO (3-(2-naphthyl)propanol). Starting materials: C1=C(C=CC2=CC=CC=C12)CCC(=O)OCC (ethyl 3-(2-naphthyl)propionate), [H-].[Al+3].[Li+].[H-].[H-].[H-] (lithium aluminum hydride).